The task is: describe an organic reaction: reactants, conditions, products, and yield. This data is from the Open Reaction Database (ORD), a public repository of structured organic reaction records. Starting materials: [N+](=O)([O-])C1=C(C(=O)O)C=CC(=C1)C(=O)O (nitroterephthalic acid), CO (methanol), S(O)(O)(=O)=O (sulphuric acid). Yields the product COC(=O)C1=CC(=C(C(=O)O)C=C1)[N+](=O)[O-] (4-methoxycarbonyl-2-nitrobenzoic acid). The yield is 55.0%. Reaction SMILES: [N+:1]([C:4]1[CH:12]=[C:11]([C:13]([OH:15])=[O:14])[CH:10]=[CH:9][C:5]=1[C:6]([OH:8])=[O:7])([O-:3])=[O:2].S(=O)(=O)(O)O.[CH3:21]O>>[CH3:21][O:14][C:13]([C:11]1[CH:10]=[CH:9][C:5]([C:6]([OH:8])=[O:7])=[C:4]([N+:1]([O-:3])=[O:2])[CH:12]=1)=[O:15]. Procedure: A mixture of nitroterephthalic acid (Aldrich, 20 g, 0.095 mol) in anhydrous methanol (100 mL) was heated to reflux in the presence of concentrated sulphuric acid (10 mL) for 1 h. The solvent was evaporated and the residue poured into saturated sodium bicarbonate (200 mL). The aqueous layer was washed with chloroform and 2N hydrochloric acid added to the aqueous layer to bring the pH close to 2. The mixture was extracted twice with ethyl acetate and the combined organic layers were washed with wa... Starting materials: ClC1=C(C=CC(=C1)Cl)S (2,4-dichloro-benzenethiol), BrC1=C(C=CC=C1)I (2-bromo-1-iodo-benzene). The product is BrC1=C(C=CC=C1)SC1=C(C=C(C=C1)Cl)Cl (1-Bromo-2-(2,4-dichloro-phenylsulfanyl)-benzene). Reaction SMILES: [Cl:1][C:2]1[CH:7]=[C:6]([Cl:8])[CH:5]=[CH:4][C:3]=1[SH:9].[Br:10][C:11]1[CH:16]=[CH:15][CH:14]=[CH:13][C:12]=1I>>[Br:10][C:11]1[CH:16]=[CH:15][CH:14]=[CH:13][C:12]=1[S:9][C:3]1[CH:4]=[CH:5][C:6]([Cl:8])=[CH:7][C:2]=1[Cl:1]. Procedure: Prepared from 2,4-dichloro-benzenethiol and 2-bromo-1-iodo-benzene.